Dataset: the Open Reaction Database (ORD), a public repository of structured organic reaction records. Task: describe an organic reaction: reactants, conditions, products, and yield Reactants: Compound B2-17, C(#N)C1=CC=C2C=3C(C4=C(C(C3NC2=C1)(C)C)C=C(C=C4)OS(=O)(=O)C(F)(F)F)=O (Trifluoro-methanesulfonic acid 3-cyano-6,6-dimethyl-11-oxo-6,11-dihydro-5H-benzo[b]carbazol-8-yl ester), Cl.C(C)(C)N(CCS)C(C)C (2-diisopropylaminoethanethiol hydrochloric acid salt). The product is C(C)(C)N(CCSC=1C=CC2=C(C(C=3NC4=CC(=CC=C4C3C2=O)C#N)(C)C)C1)C(C)C (8-(2-Diisopropylamino-ethylsulfanyl)-6,6-dimethyl-11-oxo-6,11-dihydro-5H-benzo[b]carbazole-3-carbonitrile). RXN SMILES: [C:1]([C:3]1[CH:15]=[C:14]2[C:6]([C:7]3[C:8](=[O:30])[C:9]4[CH:21]=[CH:20][C:19](OS(C(F)(F)F)(=O)=O)=[CH:18][C:10]=4[C:11]([CH3:17])([CH3:16])[C:12]=3[NH:13]2)=[CH:5][CH:4]=1)#[N:2].Cl.[CH:32]([N:35]([CH:39]([CH3:41])[CH3:40])[CH2:36][CH2:37][SH:38])([CH3:34])[CH3:33]>>[CH:32]([N:35]([CH:39]([CH3:41])[CH3:40])[CH2:36][CH2:37][S:38][C:19]1[CH:20]=[CH:21][C:9]2[C:8](=[O:30])[C:7]3[C:6]4[C:14](=[CH:15][C:3]([C:1]#[N:2])=[CH:4][CH:5]=4)[NH:13][C:12]=3[C:11]([CH3:16])([CH3:17])[C:10]=2[CH:18]=1)([CH3:34])[CH3:33] |f:1.2|. Reported procedure: Under the same conditions as the method for synthesizing Compound B2-17, the title compound was prepared from Compound B1 and 2-diisopropylaminoethanethiol hydrochloric acid salt. Starting materials: C(C1=CC=CC=C1)C1CCN(CC1)CCOC1=CC(=CC=C1)CC(=O)OCC (4-benzyl-1-(2-(3-(ethoxycarbonylmethyl)phenoxy)ethyl)piperidine), [H-].[Al+3].[Li+].[H-].[H-].[H-] (lithium aluminum hydride), O (Water), [OH-].[Na+] (NaOH), O (water). The solvent is C1CCOC1 (THF), C1CCOC1 (THF). Reaction conditions: time 12 hour. Yields the product C(C1=CC=CC=C1)C1CCN(CC1)CCOC1=CC(=CC=C1)CCO (4-Benzyl-1-(2-(3-(2-hydroxyethyl)phenoxy) ethyl)piperidine). Yield: 65.7%. RXN SMILES: [H-].[Al+3].[Li+].[H-].[H-].[H-].[CH2:7]([CH:14]1[CH2:19][CH2:18][N:17]([CH2:20][CH2:21][O:22][C:23]2[CH:28]=[CH:27][CH:26]=[C:25]([CH2:29][C:30](OCC)=[O:31])[CH:24]=2)[CH2:16][CH2:15]1)[C:8]1[CH:13]=[CH:12][CH:11]=[CH:10][CH:9]=1.O.[OH-].[Na+]>C1COCC1>[CH2:7]([CH:14]1[CH2:15][CH2:16][N:17]([CH2:20][CH2:21][O:22][C:23]2[CH:28]=[CH:27][CH:26]=[C:25]([CH2:29][CH2:30][OH:31])[CH:24]=2)[CH2:18][CH2:19]1)[C:8]1[CH:13]=[CH:12][CH:11]=[CH:10][CH:9]=1 |f:0.1.2.3.4.5,8.9|. Reported procedure: To a suspension of lithium aluminum hydride (150 mg, 4.0 mmol) in 10 mL of anhydrous THF was added dropwise a solution of 4-benzyl-1-(2-(3-(ethoxycarbonylmethyl)phenoxy)ethyl)piperidine (0.382 g, 1.00 mmol) in 2 mL of THF at -78° C. The resulting mixture was allowed to warm to room temperature and was stirred for 12 hr. Water (0.2 mL), 15% NaOH aqueous solution (0.2 mL) and water (1 mL) were added successively. The colorless solid was removed by filtration and washed with EtOAc (3×20 mL). The fi... Starting materials: O=C1OC(=O)C2CCCC12, ClC(Cl)(Cl)Cl, ClC(Cl)(Cl)Cl, CO, Cc1ccccc1, C=CC1CN2CCC1CC2C(O)c1ccnc2ccc(OC)cc12, Cc1ccccc1. The product is COC(=O)C1CCCC1C(=O)O. Reaction SMILES: [C:1]1(=[O:10])[O:2][C:3](=[O:9])[CH:4]2[CH:5]1[CH2:6][CH2:7][CH2:8]2.[C:44]([Cl:45])([Cl:46])([Cl:47])[Cl:48].[C:49]([Cl:50])([Cl:51])([Cl:52])[Cl:53].[CH3:35][OH:36].[CH3:37][c:38]1[cH:39][cH:40][cH:41][cH:42][cH:43]1.[CH:11]1([CH:12]([c:13]2[c:14]3[c:15]([cH:16][cH:17][c:18]([O:20][CH3:21])[cH:19]3)[n:22][cH:23][cH:24]2)[OH:25])[N:26]2[CH2:27][CH:28]([CH:29]=[CH2:30])[CH:31]([CH2:32][CH2:33]2)[CH2:34]1.[c:54]1([CH3:55])[cH:56][cH:57][cH:58][cH:59][cH:60]1>>[C:1](=[O:2])([CH:5]1[CH:4]([C:3](=[O:9])[O:36][CH3:35])[CH2:8][CH2:7][CH2:6]1)[OH:10]. Starting materials: NC=1C=C2C=NN(C2=CC1)C1=CC=C(C=C1)N (5-amino-1-(4-aminophenyl)indazole), C(=O)(O)C1=CC=[N+](C=C1)[O-] (4-carboxypyridine 1-oxide), OC1CCN(CC1)C1=CC=C(C(=O)O)C=C1 (4-(4-hydroxypiperidin-1-yl)benzoic acid). Product: OC1CCN(CC1)C1=CC=C(C(=O)NC=2C=C3C=NN(C3=CC2)C2=CC=C(C=C2)NC(=O)C2=CC=[N+](C=C2)[O-])C=C1 (4-((4-(5-(4-(4-Hydroxypiperidin-1-yl)benzamido)-1H-indazol-1-yl)phenyl)carbamoyl)pyridine 1-oxide). As a reaction SMILES: [NH2:1][C:2]1[CH:3]=[C:4]2[C:8](=[CH:9][CH:10]=1)[N:7]([C:11]1[CH:16]=[CH:15][C:14]([NH2:17])=[CH:13][CH:12]=1)[N:6]=[CH:5]2.[C:18]([C:21]1[CH:26]=[CH:25][N+:24]([O-:27])=[CH:23][CH:22]=1)([OH:20])=O.[OH:28][CH:29]1[CH2:34][CH2:33][N:32]([C:35]2[CH:43]=[CH:42][C:38]([C:39](O)=[O:40])=[CH:37][CH:36]=2)[CH2:31][CH2:30]1>>[OH:28][CH:29]1[CH2:30][CH2:31][N:32]([C:35]2[CH:43]=[CH:42][C:38]([C:39]([NH:1][C:2]3[CH:3]=[C:4]4[C:8](=[CH:9][CH:10]=3)[N:7]([C:11]3[CH:16]=[CH:15][C:14]([NH:17][C:18]([C:21]5[CH:26]=[CH:25][N+:24]([O-:27])=[CH:23][CH:22]=5)=[O:20])=[CH:13][CH:12]=3)[N:6]=[CH:5]4)=[O:40])=[CH:37][CH:36]=2)[CH2:33][CH2:34]1. Procedure: Compound 999 was prepared according to the procedure described in Scheme IV from 5-amino-1-(4-aminophenyl)indazole, 4-carboxypyridine 1-oxide, and 4-(4-hydroxypiperidin-1-yl)benzoic acid. [M+H]+ calcd for C31H28N6O4: 549.12; found: 549.08. Starting materials: CCc1ccc(N=C=O)cc1, Nc1ccc(Cc2cc(N)ncn2)cc1, CN(C)C=O. Yields the product CCc1ccc(NC(=O)Nc2ccc(Cc3cc(N)ncn3)cc2)cc1. As a reaction SMILES: [CH2:16]([CH3:17])[c:18]1[cH:19][cH:20][c:21]([N:24]=[C:25]=[O:26])[cH:22][cH:23]1.[NH2:1][c:2]1[cH:3][cH:4][c:5]([CH2:6][c:7]2[cH:8][c:9]([NH2:13])[n:10][cH:11][n:12]2)[cH:14][cH:15]1.[O:27]=[CH:28][N:29]([CH3:30])[CH3:31]>>[NH:1]([c:2]1[cH:3][cH:4][c:5]([CH2:6][c:7]2[cH:8][c:9]([NH2:13])[n:10][cH:11][n:12]2)[cH:14][cH:15]1)[C:25]([NH:24][c:21]1[cH:20][cH:19][c:18]([CH2:16][CH3:17])[cH:23][cH:22]1)=[O:26]. The reactants are Brc1ccc2[nH]ccc2c1, CC(C)(C)c1ccc(CBr)cc1, [H-], [Na+], CN(C)C=O. Yields the product CC(C)(C)c1ccc(Cn2ccc3cc(Br)ccc32)cc1. RXN SMILES: [Br:3][c:4]1[cH:5][c:6]2[cH:7][cH:8][nH:9][c:10]2[cH:11][cH:12]1.[C:13]([CH3:14])([CH3:15])([CH3:16])[c:17]1[cH:18][cH:19][c:20]([CH2:21][Br:22])[cH:23][cH:24]1.[H-:2].[Na+:1].[O:25]=[CH:26][N:27]([CH3:28])[CH3:29]>>[Br:3][c:4]1[cH:5][c:6]2[cH:7][cH:8][n:9]([CH2:21][c:20]3[cH:19][cH:18][c:17]([C:13]([CH3:14])([CH3:15])[CH3:16])[cH:24][cH:23]3)[c:10]2[cH:11][cH:12]1. Starting materials: O=S(=O)(Oc1cc(-c2ccc(C(F)(F)F)cc2)cc(C2CC2)n1)C(F)(F)F, Clc1cc(I)ccn1. Product: FC(F)(F)c1ccc(-c2cc(-c3ccnc(Cl)c3)nc(C3CC3)c2)cc1. As a reaction SMILES: [CH:1]1([c:4]2[cH:5][c:6](-[c:18]3[cH:19][cH:20][c:21]([C:24]([F:25])([F:26])[F:27])[cH:22][cH:23]3)[cH:7][c:8]([O:10][S:11]([C:12]([F:13])([F:14])[F:15])(=[O:16])=[O:17])[n:9]2)[CH2:2][CH2:3]1.[Cl:28][c:29]1[n:30][cH:31][cH:32][c:33]([I:35])[cH:34]1>>[CH:1]1([c:4]2[cH:5][c:6](-[c:18]3[cH:19][cH:20][c:21]([C:24]([F:25])([F:26])[F:27])[cH:22][cH:23]3)[cH:7][c:8](-[c:33]3[cH:32][cH:31][n:30][c:29]([Cl:28])[cH:34]3)[n:9]2)[CH2:2][CH2:3]1. The reactants are BrC=1C=NN(C1)C1C(CNCC1)(F)F (4-(4-Bromo-pyrazol-1-yl)-3,3-difluoro-piperidine), BrC=1C=NN(C1)C1C(CNCC1)(F)F (4-(4-Bromo-pyrazol-1-yl)-3,3-difluoro-piperidine), C([O-])([O-])=O.[K+].[K+] (Potassium carbonate), CN1N=CC(=C1)C=1C=C(C=CC1)C1=NC=C(C=N1)B1OC(C(O1)(C)C)(C)C (2-[3-(1-Methyl-1H-pyrazol-4-yl)-phenyl]-5-(4,4,5,5-tetramethyl-[1,3,2]dioxaborolan-2-yl)-pyrimidine), CN1N=CC(=C1)C=1C=C(C=CC1)C1=NC=C(C=N1)B1OC(C(O1)(C)C)(C)C (2-[3-(1-Methyl-1H-pyrazol-4-yl)-phenyl]-5-(4,4,5,5-tetramethyl-[1,3,2]dioxaborolan-2-yl)-pyrimidine), ClCCl (dichloromethane). Reagents/catalysts: C1(=CC=CC=C1)P([C-]1C=CC=C1)C1=CC=CC=C1.[C-]1(C=CC=C1)P(C1=CC=CC=C1)C1=CC=CC=C1.[Fe+2] (1,1′-Bis(diphenylphosphino)ferrocene), Cl[Pd]Cl (dichloropalladium(II)). Solvent: C1COCCO1 (Dioxane-1,4), O (Water). Conditions: temperature 100 celsius, time 15 minute. The product is FC1(CNCCC1N1N=CC(=C1)C=1C=NC(=NC1)C1=CC(=CC=C1)C=1C=NN(C1)C)F (5-[1-(3,3-Difluoro-piperidin-4-yl)-1H-pyrazol-4-yl]-2-[3-(1-methyl-1H-pyrazol-4-yl)-phenyl]-pyrimidine). Isolated yield 11.4%. Reaction SMILES: Br[C:2]1[CH:3]=[N:4][N:5]([CH:7]2[CH2:12][CH2:11][NH:10][CH2:9][C:8]2([F:14])[F:13])[CH:6]=1.C(=O)([O-])[O-].[K+].[K+].[CH3:21][N:22]1[CH:26]=[C:25]([C:27]2[CH:28]=[C:29]([C:33]3[N:38]=[CH:37][C:36](B4OC(C)(C)C(C)(C)O4)=[CH:35][N:34]=3)[CH:30]=[CH:31][CH:32]=2)[CH:24]=[N:23]1.ClCCl>C1OCCOC1.O.C1(P(C2C=CC=CC=2)[C-]2C=CC=C2)C=CC=CC=1.[C-]1(P(C2C=CC=CC=2)C2C=CC=CC=2)C=CC=C1.[Fe+2].Cl[Pd]Cl>[F:13][C:8]1([F:14])[CH:7]([N:5]2[CH:6]=[C:2]([C:36]3[CH:35]=[N:34][C:33]([C:29]4[CH:30]=[CH:31][CH:32]=[C:27]([C:25]5[CH:24]=[N:23][N:22]([CH3:21])[CH:26]=5)[CH:28]=4)=[N:38][CH:37]=3)[CH:3]=[N:4]2)[CH2:12][CH2:11][NH:10][CH2:9]1 |f:1.2.3,8.9.10|. Procedure: To a solution of 4-(4-Bromo-pyrazol-1-yl)-3,3-difluoro-piperidine (intermediate 29; 150 mg; 0.50 mmol; 1.0 eq.) in Dioxane-1,4 (12 mL) and Water (3.0 mL) was added Potassium carbonate (141 mg; 0.99 mmol; 2.0 eq.) and 2-[3-(1-Methyl-1H-pyrazol-4-yl)-phenyl]-5-(4,4,5,5-tetramethyl-[1,3,2]dioxaborolan-2-yl)-pyrimidine (intermediate 30; 221 mg; 0.60 mmol; 1.2 eq.). The reaction mixture was degasified for 15 min and then 1,1′-Bis(diphenylphosphino)ferrocene]dichloropalladium(II), complex with dichlor... The reactants are C1=CC=C(C=C1)P(C2=CC=CC=C2)C3=CC=CC=C3 (PPh3), CCOC(=O)/N=N/C(=O)OCC (DEAD), CC(=O)S (CH3COSH), OC1CCC(CC1)N1C(C2=CC=CC=C2C1=O)=O (2-(4-hydroxycyclohexyl)isoindoline-1,3-dione). The solvent is C1CCOC1 (THF), CC(OCC)=O (EA), O (water). Conditions: time 8 hour. Yields the product C(C)(SC1CCC(CC1)N1C(C2=CC=CC=C2C1=O)=O)=O (S-(4-(1,3-dioxoisoindolin-2-yl)cyclohexyl) ethanethioate). The yield is 80.7%. As a reaction SMILES: C1C=CC(P(C2C=CC=CC=2)C2C=CC=CC=2)=CC=1.CCOC(/N=N/C(OCC)=O)=O.O[CH:33]1[CH2:38][CH2:37][CH:36]([N:39]2[C:47](=[O:48])[C:46]3[C:41](=[CH:42][CH:43]=[CH:44][CH:45]=3)[C:40]2=[O:49])[CH2:35][CH2:34]1.[CH3:50][C:51]([SH:53])=[O:52]>C1COCC1.O.CC(=O)OCC>[C:51](=[O:52])([S:53][CH:33]1[CH2:38][CH2:37][CH:36]([N:39]2[C:47](=[O:48])[C:46]3[C:41](=[CH:42][CH:43]=[CH:44][CH:45]=3)[C:40]2=[O:49])[CH2:35][CH2:34]1)[CH3:50]. Reported procedure: To a solution of PPh3 (1.28 g, 4.9 mmol) in THF (12 mL) was added dropwise DEAD (852 mg, 4.9 mmol) at −10° C. After the white solid was appeared, compound 2-(4-hydroxycyclohexyl)isoindoline-1,3-dione (600 mg, 2.45 mmol) was added, followed by CH3COSH (0.35 mL, 4.9 mmol) at −10° C. The mixture was stirred at room temperature overnight. TLC (PE:EA=1:1) showed the reaction was complete. The mixture was poured into water (200 mL) and extracted with EtOAc (100 mL). The aqueous layer was extracted wit...